This data is from the Open Reaction Database (ORD), a public repository of structured organic reaction records. The task is: describe an organic reaction: reactants, conditions, products, and yield As a reaction SMILES: [OH:1][C:2]1([C:9]2[CH:10]=[N:11][C:12]([O:15][CH3:16])=[CH:13][CH:14]=2)[CH2:7][CH2:6][C:5](=O)[CH2:4][CH2:3]1.BrC1C=CC(OC)=NC=1.O1C2(CCC(=O)CC2)OCC1.[NH:37]1[CH2:40][CH:39]([NH:41][C:42](=[O:59])[CH2:43][NH:44][C:45]2[C:54]3[C:49](=[CH:50][CH:51]=[C:52]([C:55]([F:58])([F:57])[F:56])[CH:53]=3)[N:48]=[CH:47][N:46]=2)[CH2:38]1.[BH-](OC(C)=O)(OC(C)=O)OC(C)=O.[Na+]>>[OH:1][C:2]1([C:9]2[CH:10]=[N:11][C:12]([O:15][CH3:16])=[CH:13][CH:14]=2)[CH2:7][CH2:6][CH:5]([N:37]2[CH2:38][CH:39]([NH:41][C:42](=[O:59])[CH2:43][NH:44][C:45]3[C:54]4[C:49](=[CH:50][CH:51]=[C:52]([C:55]([F:56])([F:58])[F:57])[CH:53]=4)[N:48]=[CH:47][N:46]=3)[CH2:40]2)[CH2:4][CH2:3]1 |f:4.5|. Starting materials: OC1(CCC(CC1)=O)C=1C=NC(=CC1)OC (4-hydroxy-4-(6-methoxypyridin-3-yl)cyclohexanone), N1CC(C1)NC(CNC1=NC=NC2=CC=C(C=C12)C(F)(F)F)=O (N-(azetidin-3-yl)-2-((6-(trifluoromethyl)quinazolin-4-yl)amino)acetamide), BrC=1C=CC(=NC1)OC (5-bromo-2-methoxypyridine), O1CCOC12CCC(CC2)=O (1,4-dioxaspiro[4.5]decan-8-one), [BH-](OC(=O)C)(OC(=O)C)OC(=O)C.[Na+] (NaBH(OAc)3). Yields the product OC1(CCC(CC1)N1CC(C1)NC(CNC1=NC=NC2=CC=C(C=C12)C(F)(F)F)=O)C=1C=NC(=CC1)OC (N-(1-(4-hydroxy-4-(6-methoxypyridin-3-yl)cyclohexyl)azetidin-3-yl)-2-((6-(trifluoromethyl)quinazolin-4-yl)amino)acetamide). Procedure: Reaction of 4-hydroxy-4-(6-methoxypyridin-3-yl)cyclohexanone (prepared by the reaction of 5-bromo-2-methoxypyridine with 1,4-dioxaspiro[4.5]decan-8-one using the sequence described in Example 24 Step A-B) with N-(azetidin-3-yl)-2-((6-(trifluoromethyl)quinazolin-4-yl)amino)acetamide (as prepared in Example 1 Step G) in the presence of TEA and NaBH(OAc)3 as described in Example 1, Step H afforded the product. The reactants are C12C3CC(CC3C(CC1)C2)=O (Tricyclo[5.2.1.02.6 ]decan-4-one), [BH4-].[Na+] (sodium borohydride). Run in C(C)O (ethanol). Reaction conditions: time 24 hour. Yields the product C12C3CC(CC3C(CC1)C2)O (Tricyclo[5.2.1.02.6 ]decan-4-ol). The yield is 96.6%. As a reaction SMILES: [CH:1]12[CH2:10][CH:7]([CH2:8][CH2:9]1)[CH:6]1[CH:2]2[CH2:3][C:4](=[O:11])[CH2:5]1.[BH4-].[Na+]>C(O)C>[CH:7]12[CH2:10][CH:1]([CH2:9][CH2:8]1)[CH:2]1[CH:6]2[CH2:5][CH:4]([OH:11])[CH2:3]1 |f:1.2|. Reported procedure: Tricyclo[5.2.1.02.6 ]decan-4-one (1.5 g, 10 mmol) is dissolved in 25 ml of absolute ethanol and treated with sodium borohydride (0.189 g, 5.0 mmol). The reaction is stirred 24 hours, concentrated in vacuo and the resulting crude is redissolved in ether. The organics are washed 2×H2O, 2×brine, dried, filtered and concentrated in vacuo to afford 1.47 g (96.79%) of the alcohol as a clear oil.